Dataset: the Open Reaction Database (ORD), a public repository of structured organic reaction records. Task: describe an organic reaction: reactants, conditions, products, and yield Reactants: P (phosphine), Hastelloy, C(Cl)Cl (methylene chloride), ClC(C(=O)OC)C(CCCCCCC)=O (Methyl 2-Chloro-3-oxodecanoate), P (Phosphine). The reagents and catalysts are [Ru] (ruthenium). Solvent: CO (methanol). The product is ClC(C(=O)OC)[C@@H](CCCCCCC)O (Methyl (3R)-2-Chloro-3-hydroxydecanoate). Isolated yield 95.0%. Reaction SMILES: [Cl:1][CH:2]([C:7](=[O:15])[CH2:8][CH2:9][CH2:10][CH2:11][CH2:12][CH2:13][CH3:14])[C:3]([O:5][CH3:6])=[O:4].P.C(Cl)Cl>[Ru].CO>[Cl:1][CH:2]([C@H:7]([OH:15])[CH2:8][CH2:9][CH2:10][CH2:11][CH2:12][CH2:13][CH3:14])[C:3]([O:5][CH3:6])=[O:4]. Reported procedure: In a 500 ml Hastelloy-made autoclave having been purged with nitrogen were put 100 g (0.426 mol) of the methyl 2-chloro-3-oxodecanoate (VII) prepared in (1) above, 5 ml of a methylene chloride solution of 780 mg (0.426 mmol) of a ruthenium-optically active phosphine complex Ru2Cl4 [(+)-Tol-BINAP]2NEt3, and 300 ml of methanol, and the mixture was allowed to react at 50° C. under a hydrogen pressure of 30 atm for 18 hours. Methanol was removed by evaporation to yield 95.78 g (0.405 mol; yield: 95.... Reactants: Cl[Sn](CCCC)(CCCC)CCCC (chlorotributyltin), CC1=C2C=CCC2=C(C=C1)C (4,7-dimethylindene), CC1=C2C=CCC2=C(C=C1)C (4,7-dimethylindene), solution, C(CCC)[Li] (butyllithium), CCCCCC (hexane), solution, C(CCC)[Li] (butyllithium), CCCCCC (hexane), ClP(C(C)C)C(C)C (chlorodiisopropylphosphine). Solvent: CCOCC (ether). Reaction conditions: temperature -20 celsius, time 1 hour. The product is C(C)(C)P(C(C)C)C=1C(C2=C(C=CC(=C2C1)C)C)[Sn](CCCC)(CCCC)CCCC (Diisopropylphosphinotributylstannyl-4,7-dimethylindene). The yield is 83.2%. As a reaction SMILES: [CH3:1][C:2]1[CH:10]=[CH:9][C:8]([CH3:11])=[C:7]2[C:3]=1[CH:4]=[CH:5][CH2:6]2.C([Li])CCC.CCCCCC.Cl[P:24]([CH:28]([CH3:30])[CH3:29])[CH:25]([CH3:27])[CH3:26].Cl[Sn:32]([CH2:41][CH2:42][CH2:43][CH3:44])([CH2:37][CH2:38][CH2:39][CH3:40])[CH2:33][CH2:34][CH2:35][CH3:36]>CCOCC>[CH:25]([P:24]([C:5]1[CH:4]([Sn:32]([CH2:37][CH2:38][CH2:39][CH3:40])([CH2:41][CH2:42][CH2:43][CH3:44])[CH2:33][CH2:34][CH2:35][CH3:36])[C:3]2[C:7]([CH:6]=1)=[C:8]([CH3:11])[CH:9]=[CH:10][C:2]=2[CH3:1])[CH:28]([CH3:30])[CH3:29])([CH3:27])[CH3:26]. Procedure details: 100 ml of ether were placed in a round-bottomed flask containing 5.0 g (0.035 moles) of 4,7-dimethylindene (compound 21); the solution was cooled to −20° C. 14 ml of a 2.5 molar solution of butyllithium in hexane (0.035 moles) were added over 5 min to form a yellow solution. After removal of the cooling bath, the solution was heated to room temperature and subsequently stirred for 1 h. After cooling of the reaction mixture to −20° C., 5.3 g (0.035 moles) of chlorodiisopropylphosphine were added ... Reactants: CC1=C(C(=CC=C1)C)O (2,6-dimethylphenol), [Cl-].[Cl-].[Cl-].[Al+3] (aluminum trichloride), P(=O)(Cl)(Cl)Cl (Phosphorus oxychloride). Product: CC1=C(C(=CC=C1)C)OP(OC1=C(C=CC=C1C)C)(=O)Cl (bis(2,6-dimethylphenyl)phosphorochloridate). RXN SMILES: [CH3:1][C:2]1[CH:7]=[CH:6][CH:5]=[C:4]([CH3:8])[C:3]=1[OH:9].[Cl-].[Cl-].[Cl-].[Al+3].[P:14]([Cl:18])(Cl)(Cl)=[O:15]>>[CH3:1][C:2]1[CH:7]=[CH:6][CH:5]=[C:4]([CH3:8])[C:3]=1[O:9][P:14]([Cl:18])(=[O:15])[O:9][C:3]1[C:4]([CH3:8])=[CH:5][CH:6]=[CH:7][C:2]=1[CH3:1] |f:1.2.3.4|. Procedure details: 2,6-dimethylphenol (1 g, 8.18 mmol) and aluminum trichloride (109 mg, 0.818 mmol, 0.1 eq) were added to a microwave vial. Phosphorus oxychloride (0.375 mL, 4.09 mmol, 0.5 eq) was added, the vial was sealed and subsequently heated in the microwave for 1 h. Reaction progress was monitored by TLC, and the reaction was quenched before going to completion. The reaction mixture was diluted with dicholoromethane, washed with water and brine, dried over MgSO4, and filtered through celite. The filtrate w... Starting materials: FC(OC1=C(C=CC=C1)NC(NC1=CC=C(C=C1)C1=NN=C2N1C=CN=C2C(=O)OC)=O)(F)F (methyl 3-(4-(3-(2-(trifluoromethoxy)phenyl)ureido) phenyl)-[1,2,4]triazolo[4,3-a]pyrazine-8-carboxylate), C[Si]([O-])(C)C.[K+] (potassium trimethylsilanolate), Cl (HCl). The solvent is CCOC(=O)C (EtOAc), C1CCOC1 (THF). Reaction conditions: time 70 minute. The product is FC(OC1=C(C=CC=C1)NC(NC1=CC=C(C=C1)C1=NN=C2N1C=CN=C2C(=O)O)=O)(F)F (3-(4-(3-(2-(Trifluoromethoxy)phenyl)ureido)phenyl)-[1,2,4]triazolo[4,3-a]pyrazine-8-carboxylic acid). The yield is 100.5%. As a reaction SMILES: [F:1][C:2]([F:34])([F:33])[O:3][C:4]1[CH:9]=[CH:8][CH:7]=[CH:6][C:5]=1[NH:10][C:11](=[O:32])[NH:12][C:13]1[CH:18]=[CH:17][C:16]([C:19]2[N:23]3[CH:24]=[CH:25][N:26]=[C:27]([C:28]([O:30]C)=[O:29])[C:22]3=[N:21][N:20]=2)=[CH:15][CH:14]=1.C[Si](C)(C)[O-].[K+].Cl>C1COCC1.CCOC(C)=O>[F:34][C:2]([F:1])([F:33])[O:3][C:4]1[CH:9]=[CH:8][CH:7]=[CH:6][C:5]=1[NH:10][C:11](=[O:32])[NH:12][C:13]1[CH:14]=[CH:15][C:16]([C:19]2[N:23]3[CH:24]=[CH:25][N:26]=[C:27]([C:28]([OH:30])=[O:29])[C:22]3=[N:21][N:20]=2)=[CH:17][CH:18]=1 |f:1.2|. Procedure: To a solution of methyl 3-(4-(3-(2-(trifluoromethoxy)phenyl)ureido) phenyl)-[1,2,4]triazolo[4,3-a]pyrazine-8-carboxylate (61F) (72 mg, 0.152 mmol) in THF (3 mL), was added potassium trimethylsilanolate (78 mg, 0.61 mmol). The mixture was stirred at room temperature for 70 min, and then acidified with 1 N aqueous HCl (0.62 mL). The mixture was diluted with EtOAc, washed with water (3×), brine, and dried over Na2SO4. The solvent was removed in vacuo to yield the title compound as a brown solid (70...